Dataset: the Open Reaction Database (ORD), a public repository of structured organic reaction records. Task: describe an organic reaction: reactants, conditions, products, and yield The reactants are CCOC(=O)C1(c2ccc(-c3ccc(-c4onc(C)c4N)cc3)cc2)CC1, CCC(=O)CCc1ccccc1. The product is CCOC(=O)C1(c2ccc(-c3ccc(-c4onc(C)c4NC(CC)CCc4ccccc4)cc3)cc2)CC1. Reaction SMILES: [CH2:1]([CH3:2])[O:3][C:4](=[O:5])[C:6]1([c:9]2[cH:10][cH:11][c:12](-[c:15]3[cH:16][cH:17][c:18](-[c:21]4[c:22]([NH2:27])[c:23]([CH3:26])[n:24][o:25]4)[cH:19][cH:20]3)[cH:13][cH:14]2)[CH2:7][CH2:8]1.[c:28]1([CH2:34][CH2:35][C:36]([CH2:37][CH3:38])=[O:39])[cH:29][cH:30][cH:31][cH:32][cH:33]1>>[CH2:1]([CH3:2])[O:3][C:4](=[O:5])[C:6]1([c:9]2[cH:10][cH:11][c:12](-[c:15]3[cH:16][cH:17][c:18](-[c:21]4[c:22]([NH:27][CH:36]([CH2:35][CH2:34][c:28]5[cH:29][cH:30][cH:31][cH:32][cH:33]5)[CH2:37][CH3:38])[c:23]([CH3:26])[n:24][o:25]4)[cH:19][cH:20]3)[cH:13][cH:14]2)[CH2:7][CH2:8]1. Reactants: ice water, N1=CC=CC=C1 (pyridine), C1(=CC=CC=C1)CC#CCO (4-phenyl-2-butyn-1-ol), P(Br)(Br)Br (phosphorus tribromide). Solvent: C1(=CC=CC=C1)C (toluene). Conditions: time 8 hour. Product: BrCC#CCC1=CC=CC=C1 (1-Bromo-4-phenyl-2-butyne). As a reaction SMILES: N1C=CC=CC=1.[C:7]1([CH2:13][C:14]#[C:15][CH2:16]O)[CH:12]=[CH:11][CH:10]=[CH:9][CH:8]=1.P(Br)(Br)[Br:19]>C1(C)C=CC=CC=1>[Br:19][CH2:16][C:15]#[C:14][CH2:13][C:7]1[CH:12]=[CH:11][CH:10]=[CH:9][CH:8]=1. Procedure details: 14.5 ml of pyridine were added to a mixture of 140.4 g (0.96 mol) of 4-phenyl-2-butyn-1-ol (prepared according to G. Dupont, Bull. Soc. Chim. Fr., 1954, page 816) and 600 ml of dry toluene, after which 119.1 g (0.44 mol) of phosphorus tribromide were added dropwise in the course of 2 hours, the temperature not being allowed to exceed 50° C. The mixture was stirred overnight at room temperature and then poured onto 1,000 ml of ice water, the organic phase was separated off and the aqueous phase w...